Dataset: the Open Reaction Database (ORD), a public repository of structured organic reaction records. Task: describe an organic reaction: reactants, conditions, products, and yield The reactants are C[S@@](=NC(C1=CN=CC(=C1)C#C[Si](C)(C)C)=O)(C1=CC=CC=C1)=O ((S)—N-[methyl(oxo)phenyl-λ6-sulfanylidene]-5-[(trimethylsilyl)ethynyl]nicotinamide), ClC1=NC=C(C=C1)I (2-chloro-5-iodopyridine). Yields the product ClC1=CC=C(C=N1)C#CC=1C=NC=C(C(=O)N=[S@](C2=CC=CC=C2)(=O)C)C1 ((S)-5-[(6-chloropyridin-3-yl)ethynyl]-N-[methyl(oxo)phenyl-λ6-sulfanylidene]nicotinamide). Isolated yield 90.2%. RXN SMILES: [CH3:1][S@:2](=[O:24])([C:18]1[CH:23]=[CH:22][CH:21]=[CH:20][CH:19]=1)=[N:3][C:4](=[O:17])[C:5]1[CH:10]=[C:9]([C:11]#[C:12][Si](C)(C)C)[CH:8]=[N:7][CH:6]=1.[Cl:25][C:26]1[CH:31]=[CH:30][C:29](I)=[CH:28][N:27]=1>>[Cl:25][C:26]1[N:27]=[CH:28][C:29]([C:12]#[C:11][C:9]2[CH:8]=[N:7][CH:6]=[C:5]([CH:10]=2)[C:4]([N:3]=[S@@:2]([CH3:1])(=[O:24])[C:18]2[CH:23]=[CH:22][CH:21]=[CH:20][CH:19]=2)=[O:17])=[CH:30][CH:31]=1. Reported procedure: In a manner similar to that described in Example 443, (S)—N-[methyl(oxo)phenyl-λ6-sulfanylidene]-5-[(trimethylsilyl)ethynyl]nicotinamide (250 mg, 0.70 mmol) and 2-chloro-5-iodopyridine (173 mg, 0.70 mmol) were reacted to give the title compound as white solid (250 mg). Reactants: C(C)(=O)OC(C)=O (acetic anhydride), Cl (HCl), [Na+].N[C@@H](CC1=CC(I)=C(C(I)=C1)OC1=CC(I)=C(C(I)=C1)O)C(=O)[O-] (L-Thyroxine sodium salt), pentahydrate. Run in CCO (EtOH), O (H2O), [OH-].[Na+] (NaOH), CCO (EtOH), CN(C)C=O (DMF). Run at time 1.5 hour. The product is C(C)(=O)N[C@@H](CC1=CC(I)=C(C(I)=C1)OC1=CC(I)=C(C(I)=C1)O)C(=O)O (N-acetyl L-thyroxine). Isolated yield 90.0%. As a reaction SMILES: [Na+].[NH2:2][C@H:3]([C:23]([O-:25])=[O:24])[CH2:4][C:5]1[CH:12]=[C:10]([I:11])[C:9]([O:13][C:14]2[CH:21]=[C:19]([I:20])[C:18]([OH:22])=[C:16]([I:17])[CH:15]=2)=[C:7]([I:8])[CH:6]=1.[C:26](OC(=O)C)(=[O:28])[CH3:27].Cl>CCO.CN(C=O)C.O.[OH-].[Na+]>[C:26]([NH:2][C@H:3]([C:23]([OH:25])=[O:24])[CH2:4][C:5]1[CH:6]=[C:7]([I:8])[C:9]([O:13][C:14]2[CH:15]=[C:16]([I:17])[C:18]([OH:22])=[C:19]([I:20])[CH:21]=2)=[C:10]([I:11])[CH:12]=1)(=[O:28])[CH3:27] |f:0.1,7.8|. Procedure details: L-Thyroxine sodium salt, pentahydrate (1) (10 g, 11 mmol) was nearly completely dissolved in 400 mL of EtOH/2N NH4OH (1/1, v/v), filtered, and filtrate poured into 425 mL of 5% HCl. The resulting precipitate was isolated by vacuum filtration and dried under high vacuum to afford a white solid. This material was dissolved in 160 mL DMF, 100 mL (1.06 mol) of acetic anhydride added, and reaction stirred for 1.5 hours, then diluted with 850 mL H2O and allowed to stand at 4° C. for 16 hours. The resu... Reaction SMILES: [CH3:1][O:2][c:3]1[cH:4][c:5]([CH2:6][N:7]2[C:8](=[O:12])[CH2:9][CH2:10][CH2:11]2)[cH:13][c:14]([O:18][CH3:19])[c:15]1[O:16][CH3:17].[CH:20]([Li:21])([CH2:22][CH3:23])[CH3:24].[F:25][C:26]([c:27]1[cH:28][cH:29][c:30]([CH2:31][Br:32])[cH:33][cH:34]1)([F:35])[F:36].[O:38]1[CH2:39][CH2:40][CH2:41][CH2:42]1.[OH2:37]>>[CH3:1][O:2][c:3]1[cH:4][c:5]([CH2:6][N:7]2[C:8](=[O:12])[CH:9]([CH2:31][c:30]3[cH:29][cH:28][c:27]([C:26]([F:25])([F:35])[F:36])[cH:34][cH:33]3)[CH2:10][CH2:11]2)[cH:13][c:14]([O:18][CH3:19])[c:15]1[O:16][CH3:17]. Reactants: COc1cc(CN2CCCC2=O)cc(OC)c1OC, [Li]C(C)CC, FC(F)(F)c1ccc(CBr)cc1, C1CCOC1, O. The product is COc1cc(CN2CCC(Cc3ccc(C(F)(F)F)cc3)C2=O)cc(OC)c1OC. Reactants: CCCCC(=O)c1ccc(Br)cc1, OCCOCCO, [K+], [OH-], O. Yields the product CCCCCc1ccc(Br)cc1. As a reaction SMILES: [C:1]([CH2:2][CH2:3][CH2:4][CH3:5])(=[O:6])[c:7]1[cH:8][cH:9][c:10]([Br:13])[cH:11][cH:12]1.[CH2:14]([OH:15])[CH2:16][O:17][CH2:18][CH2:19][OH:20].[K+:22].[OH-:21].[OH2:23]>>[CH2:1]([CH2:2][CH2:3][CH2:4][CH3:5])[c:7]1[cH:8][cH:9][c:10]([Br:13])[cH:11][cH:12]1.